This data is from the Open Reaction Database (ORD), a public repository of structured organic reaction records. The task is: describe an organic reaction: reactants, conditions, products, and yield Reactants: C(C)(C)C1=CC=CC=C1 (isopropylbenzene), C(C)(=O)ON1C(C=2C(C1=O)=CC=CC2)=O (N-acetoxyphthalimide), C(C)(=O)O (acetic acid). The reagents and catalysts are O.O.O.O.C(C)(=O)[O-].[Co+2].C(C)(=O)[O-] (cobalt(II) acetate tetrahydrate), O.O.O.O.C(C)(=O)[O-].[Mn+2].C(C)(=O)[O-] (manganese(II) acetate tetrahydrate). Conditions: temperature 130 celsius, time 8 hour. The product is C(C1=CC=CC=C1)(=O)O (benzoic acid), C(C)(=O)C1=CC=CC=C1 (acetophenone), C1(=CC=CC=C1)C(C)(C)O (2-phenyl-2-propanol). As a reaction SMILES: [CH:1]([C:4]1[CH:9]=[CH:8][CH:7]=[CH:6][CH:5]=1)([CH3:3])[CH3:2].C(ON1[C:18](=[O:19])[C:17]2=[CH:20][CH:21]=[CH:22][CH:23]=[C:16]2C1=O)(=[O:12])C.C(O)(=[O:27])C>O.O.O.O.C([O-])(=O)C.[Co+2].C([O-])(=O)C.O.O.O.O.C([O-])(=O)C.[Mn+2].C([O-])(=O)C>[C:18]([OH:27])(=[O:19])[C:17]1[CH:20]=[CH:21][CH:22]=[CH:23][CH:16]=1.[C:1]([C:4]1[CH:9]=[CH:8][CH:7]=[CH:6][CH:5]=1)(=[O:12])[CH3:2].[C:4]1([C:1]([OH:12])([CH3:3])[CH3:2])[CH:9]=[CH:8][CH:7]=[CH:6][CH:5]=1 |f:3.4.5.6.7.8.9,10.11.12.13.14.15.16|. Reported procedure: A mixture of 1.202 g (10 mmol) of isopropylbenzene, 0.205 g (1 mmol) of N-acetoxyphthalimide, 0.025 g (0.1 mmol) of cobalt(II) acetate tetrahydrate, 0.025 g (0.1 mmol) of manganese(II) acetate tetrahydrate and 15 ml of acetic acid was stirred at 130° C. in an atmosphere of air (2 MPa) for 8 hours and thereby yielded benzoic acid, acetophenone and 2-phenyl-2-propanol in yields of 52%, 6% and 2% (analyzed by gas chromatography), respectively, with a conversion from isopropylbenzene of 68%. The reactants are CCOC(=O)C(C)(C)Oc1ccc(OCCc2nc(-c3ccc(O)cc3)oc2C)cc1, C1CCOC1, CC(C)OC(=O)N=NC(=O)OC(C)C, OC1CCCCC1, c1ccc(P(c2ccccc2)c2ccccc2)cc1. Product: CCOC(=O)C(C)(C)Oc1ccc(OCCc2nc(-c3ccc(OC4CCCCC4)cc3)oc2C)cc1. As a reaction SMILES: [CH2:1]([CH3:2])[O:3][C:4]([C:5]([CH3:6])([CH3:7])[O:8][c:9]1[cH:10][cH:11][c:12]([O:15][CH2:16][CH2:17][c:18]2[n:19][c:20](-[c:24]3[cH:25][cH:26][c:27]([OH:30])[cH:28][cH:29]3)[o:21][c:22]2[CH3:23])[cH:13][cH:14]1)=[O:31].[CH2:72]1[O:73][CH2:74][CH2:75][CH2:76]1.[O:58]=[C:59]([O:60][CH:61]([CH3:62])[CH3:63])[N:64]=[N:65][C:66]([O:67][CH:68]([CH3:69])[CH3:70])=[O:71].[OH:32][CH:33]1[CH2:34][CH2:35][CH2:36][CH2:37][CH2:38]1.[c:39]1([P:40]([c:41]2[cH:42][cH:43][cH:44][cH:45][cH:46]2)[c:47]2[cH:48][cH:49][cH:50][cH:51][cH:52]2)[cH:53][cH:54][cH:55][cH:56][cH:57]1>>[CH2:1]([CH3:2])[O:3][C:4]([C:5]([CH3:6])([CH3:7])[O:8][c:9]1[cH:10][cH:11][c:12]([O:15][CH2:16][CH2:17][c:18]2[n:19][c:20](-[c:24]3[cH:25][cH:26][c:27]([O:30][CH:33]4[CH2:34][CH2:35][CH2:36][CH2:37][CH2:38]4)[cH:28][cH:29]3)[o:21][c:22]2[CH3:23])[cH:13][cH:14]1)=[O:31]. Reactants: C(CCCCCCCCCCC)N (dodecylamine), C(C)(C)N(CC)C(C)C (diisopropylethylamine), [I-].[Na+] (sodium iodide), BrCCOC1=CC=C(C=C1)I (1-[2-bromoethoxy]-4-iodobenzene). The solvent is C(C)(C)O (isopropanol). Yields the product IC1=CC=C(OCCNCCCCCCCCCCCC)C=C1 (N-2-[4-Iodophenoxy]ethyldodecylamine). The yield is 81.8%. As a reaction SMILES: [CH2:1]([NH2:13])[CH2:2][CH2:3][CH2:4][CH2:5][CH2:6][CH2:7][CH2:8][CH2:9][CH2:10][CH2:11][CH3:12].C(N(C(C)C)CC)(C)C.[I-].[Na+].Br[CH2:26][CH2:27][O:28][C:29]1[CH:34]=[CH:33][C:32]([I:35])=[CH:31][CH:30]=1>C(O)(C)C>[I:35][C:32]1[CH:33]=[CH:34][C:29]([O:28][CH2:27][CH2:26][NH:13][CH2:1][CH2:2][CH2:3][CH2:4][CH2:5][CH2:6][CH2:7][CH2:8][CH2:9][CH2:10][CH2:11][CH3:12])=[CH:30][CH:31]=1 |f:2.3|. Reported procedure: A mixture of dodecylamine (30 g, 162 mmol), diisopropylethylamine (22 ml, 128 mmol), sodium iodide (1.3 g, 8.5 mmol), 1-[2-bromoethoxy]-4-iodobenzene (13.9 g, 42.5 mmol) and isopropanol (250 ml) was stirred and refluxed for 24 h. After cooling to r.t., the mixture was filtered, washed with dichloromethane and concentrated in vacuo. The residue was chromatographed on silica gel (dichloromethane/methanol 50:1 to 20:1) to afford the title compound (15 g, 82%) as a white solid. Reactants: BrC1=C(N)C=CC=C1F (2-bromo-3-fluoroaniline), N1=CC=CC=C1 (pyridine), C(C=CC1=CC=CC=C1)(=O)Cl (cinnamoyl chloride). The solvent is C(Cl)Cl (CH2Cl2), C(Cl)Cl (CH2Cl2), C(Cl)Cl (CH2Cl2). Product: BrC1=C(C=CC=C1F)NC(C=CC1=CC=CC=C1)=O (N-(2-bromo-3-fluorophenyl)-3-phenylacrylamide). Yield: 96.0%. As a reaction SMILES: [Br:1][C:2]1[C:8]([F:9])=[CH:7][CH:6]=[CH:5][C:3]=1[NH2:4].N1C=CC=CC=1.[C:16](Cl)(=[O:25])[CH:17]=[CH:18][C:19]1[CH:24]=[CH:23][CH:22]=[CH:21][CH:20]=1>C(Cl)Cl>[Br:1][C:2]1[C:8]([F:9])=[CH:7][CH:6]=[CH:5][C:3]=1[NH:4][C:16](=[O:25])[CH:17]=[CH:18][C:19]1[CH:24]=[CH:23][CH:22]=[CH:21][CH:20]=1. Reported procedure: To a solution of 2-bromo-3-fluoroaniline (6.5 g, 34.17 mmol) and pyridine (2.7 g, 34.17 mmol) in 20 ml of CH2Cl2, cinnamoyl chloride (5.95 g, 35.88 mol) in 10 ml CH2Cl2 are added dropwise and mixture was refluxed for 30 min. The reaction mixture is diluted with CH2Cl2, the organic layer washed with diluted HCl, saturated Na2CO3 solution, water, and dried (Na2SO4). The solvent is removed in vacuo to give 10.5 g of N-(2-bromo-3-fluorophenyl)-3-phenylacrylamide. To a solution of N-(2-bromo-3-fluoro... Starting materials: CC(C)(C)OC(=O)NC1CCN(C(=O)C(Cc2ccc(F)cc2)NC(=O)c2cc3cc(Cl)ncc3[nH]2)CC1, CO, Cl, C1COCCO1. Product: NC1CCN(C(=O)C(Cc2ccc(F)cc2)NC(=O)c2cc3cc(Cl)ncc3[nH]2)CC1. Reaction SMILES: [C:1]([O:2][C:3](=[O:4])[NH:7][CH:8]1[CH2:9][CH2:10][N:11]([C:14]([CH:15]([CH2:16][c:17]2[cH:18][cH:19][c:20]([F:23])[cH:21][cH:22]2)[NH:24][C:25](=[O:26])[c:27]2[cH:28][c:29]3[c:30]([cH:31][n:32][c:33]([Cl:35])[cH:34]3)[nH:36]2)=[O:37])[CH2:12][CH2:13]1)([CH3:5])([CH3:6])[CH3:38].[CH3:46][OH:47].[ClH:39].[O:40]1[CH2:41][CH2:42][O:43][CH2:44][CH2:45]1>>[NH2:7][CH:8]1[CH2:9][CH2:10][N:11]([C:14]([CH:15]([CH2:16][c:17]2[cH:18][cH:19][c:20]([F:23])[cH:21][cH:22]2)[NH:24][C:25](=[O:26])[c:27]2[cH:28][c:29]3[c:30]([cH:31][n:32][c:33]([Cl:35])[cH:34]3)[nH:36]2)=[O:37])[CH2:12][CH2:13]1. Reactants: CCN=C=NCCCN(C)C, ClCCl, O=C(O)c1cc2cc(F)ccc2[nH]1, c1ccc(N2CCNCC2)nc1. Yields the product O=C(c1cc2cc(F)ccc2[nH]1)N1CCN(c2ccccn2)CC1. RXN SMILES: [CH3:14][CH2:15][N:16]=[C:17]=[N:18][CH2:19][CH2:20][CH2:21][N:22]([CH3:23])[CH3:24].[Cl:37][CH2:38][Cl:39].[F:1][c:2]1[cH:3][c:4]2[cH:5][c:6]([C:11](=[O:12])[OH:13])[nH:7][c:8]2[cH:9][cH:10]1.[n:25]1[c:26]([N:31]2[CH2:32][CH2:33][NH:34][CH2:35][CH2:36]2)[cH:27][cH:28][cH:29][cH:30]1>>[F:1][c:2]1[cH:3][c:4]2[cH:5][c:6]([C:11](=[O:13])[N:34]3[CH2:33][CH2:32][N:31]([c:26]4[n:25][cH:30][cH:29][cH:28][cH:27]4)[CH2:36][CH2:35]3)[nH:7][c:8]2[cH:9][cH:10]1. The reactants are C(CN)N (Ethylenediamine), solution, CCCC[N+](CCCC)(CCCC)CCCC.[F-] (TBAF), N1(CCOCC1)C=1C=C2C(=NC1)N(C=C2)COCC[Si](C)(C)C (5-Morpholin-4-yl-1-(2-trimethylsilanylethoxymethyl)-1H-pyrrolo[2,3-b]pyridine), CCCC[N+](CCCC)(CCCC)CCCC.[F-] (TBAF), C(=O)(O)[O-].[Na+] (NaHCO3). Solvent: C1CCOC1 (THF), C1CCOC1 (THF). Reaction conditions: temperature 60 celsius, time 6 hour. The product is N1(CCOCC1)C=1C=C2C(=NC1)NC=C2 (5-Morpholin-4-yl-1H-pyrrolo[2,3-b]pyridine). Isolated yield 35.5%. As a reaction SMILES: C(N)CN.CCCC[N+](CCCC)(CCCC)CCCC.[F-].[N:23]1([C:29]2[CH:30]=[C:31]3[CH:37]=[CH:36][N:35](COCC[Si](C)(C)C)[C:32]3=[N:33][CH:34]=2)[CH2:28][CH2:27][O:26][CH2:25][CH2:24]1.C([O-])(O)=O.[Na+]>C1COCC1>[N:23]1([C:29]2[CH:30]=[C:31]3[CH:37]=[CH:36][NH:35][C:32]3=[N:33][CH:34]=2)[CH2:24][CH2:25][O:26][CH2:27][CH2:28]1 |f:1.2,4.5|. Procedure: Ethylenediamine (0.090 mL, 1.35 mmol) and 1M solution of TBAF in THF (2.70 mL, 2.70 mmol) were added to a solution of 52 (0.300 g, 0.90 mmol) in THF (5 mL). The mixture was stirred at 60° C. for 6 hours. More 1.0 M TBAF solution (1.80 ml, 1.80 mmol) was added and stirring was continued at 60° C. for 42 hours. The mixture was cooled, and poured into saturated aqueous NaHCO3 solution and extracted with AcOEt. The organic layer was washed with brine, dried (MgSO4), and concentrated to afford a tan ... The reactants are Cc1cnc(CN(CCCCN)C(C)c2ccccn2)c(C)c1, CCN=C=NCCCN(C)C, CCN(C(C)C)C(C)C, CN(C)C=O, O=C(O)c1ccc(O)nc1, On1nnc2ccccc21. The product is Cc1cnc(CN(CCCCNC(=O)c2ccc(O)nc2)C(C)c2ccccn2)c(C)c1. As a reaction SMILES: [CH3:1][c:2]1[c:3]([CH2:9][N:10]([CH2:11][CH2:12][CH2:13][CH2:14][NH2:15])[CH:16]([CH3:17])[c:18]2[n:19][cH:20][cH:21][cH:22][cH:23]2)[n:4][cH:5][c:6]([CH3:8])[cH:7]1.[CH3:34][CH2:35][N:36]=[C:37]=[N:38][CH2:39][CH2:40][CH2:41][N:42]([CH3:43])[CH3:44].[CH:55]([N:56]([CH2:57][CH3:58])[CH:59]([CH3:60])[CH3:61])([CH3:62])[CH3:63].[O:64]=[CH:65][N:66]([CH3:67])[CH3:68].[OH:24][c:25]1[n:26][cH:27][c:28]([C:29](=[O:30])[OH:31])[cH:32][cH:33]1.[OH:45][n:46]1[c:47]2[c:48]([cH:49][cH:50][cH:51][cH:52]2)[n:53][n:54]1>>[CH3:1][c:2]1[c:3]([CH2:9][N:10]([CH2:11][CH2:12][CH2:13][CH2:14][NH:15][C:29]([c:28]2[cH:27][n:26][c:25]([OH:24])[cH:33][cH:32]2)=[O:30])[CH:16]([CH3:17])[c:18]2[n:19][cH:20][cH:21][cH:22][cH:23]2)[n:4][cH:5][c:6]([CH3:8])[cH:7]1. Reactants: CCOCCN(CCCC(=O)OC(C)(C)C)c1ccc(Br)cc1C=O, CC(C)(C)[O-], Cc1ccccc1, [K+], O. Product: CCOCCN1CCC(C(=O)OC(C)(C)C)=Cc2cc(Br)ccc21. As a reaction SMILES: [Br:1][c:2]1[cH:3][c:4]([CH:24]=[O:25])[c:5]([N:6]([CH2:7][CH2:8][CH2:9][C:10](=[O:11])[O:12][C:13]([CH3:14])([CH3:15])[CH3:16])[CH2:17][CH2:18][O:19][CH2:20][CH3:21])[cH:22][cH:23]1.[CH3:26][C:27]([CH3:28])([O-:29])[CH3:30].[CH3:33][c:34]1[cH:35][cH:36][cH:37][cH:38][cH:39]1.[K+:31].[OH2:32]>>[Br:1][c:2]1[cH:3][c:4]2[c:5]([cH:22][cH:23]1)[N:6]([CH2:17][CH2:18][O:19][CH2:20][CH3:21])[CH2:7][CH2:8][C:9]([C:10](=[O:11])[O:12][C:13]([CH3:14])([CH3:15])[CH3:16])=[CH:24]2. Starting materials: CCOC(C)=O, CC#CCC(C)C(=O)CP(=O)(OC)OC, [Pd]. Product: CCCCC(C)C(=O)CP(=O)(OC)OC. Reaction SMILES: [CH3:16][CH2:17][O:18][C:19](=[O:20])[CH3:21].[CH3:1][CH:2]([C:3]([CH2:4][P:5]([O:6][CH3:7])([O:8][CH3:9])=[O:10])=[O:11])[CH2:12][C:13]#[C:14][CH3:15].[Pd:22]>>[CH3:1][CH:2]([C:3]([CH2:4][P:5]([O:6][CH3:7])([O:8][CH3:9])=[O:10])=[O:11])[CH2:12][CH2:13][CH2:14][CH3:15].